This data is from the Open Reaction Database (ORD), a public repository of structured organic reaction records. The task is: describe an organic reaction: reactants, conditions, products, and yield The reactants are CC(C)(C)N1N=C(C2=C1NC(C=C2C(=O)O)=O)C (1-(1,1-Dimethylethyl)-3-methyl-6-oxo-6,7-dihydro-1H-pyrazolo[3,4-b]pyridine-4-carboxylic acid), P(=O)(Cl)(Cl)Cl (phosphorus oxychloride). Reaction conditions: time 15 minute. Yields the product ClC=1C=C(C2=C(N1)N(N=C2C)C(C)(C)C)C(=O)O (6-Chloro-1-(1,1-dimethylethyl)-3-methyl-1H-pyrazolo[3,4-b]pyridine-4-carboxylic acid). As a reaction SMILES: [CH3:1][C:2]([N:5]1[C:9]2[NH:10][C:11](=O)[CH:12]=[C:13]([C:14]([OH:16])=[O:15])[C:8]=2[C:7]([CH3:18])=[N:6]1)([CH3:4])[CH3:3].P(Cl)(Cl)([Cl:21])=O>>[Cl:21][C:11]1[CH:12]=[C:13]([C:14]([OH:16])=[O:15])[C:8]2[C:7]([CH3:18])=[N:6][N:5]([C:2]([CH3:4])([CH3:3])[CH3:1])[C:9]=2[N:10]=1. Procedure: 1-(1,1-Dimethylethyl)-3-methyl-6-oxo-6,7-dihydro-1H-pyrazolo[3,4-b]pyridine-4-carboxylic acid (5.07 g, 20.34 mmol) and phosphorus oxychloride (28.4 ml, 305 mmol) were heated at 100° C. for 16 hours. The contents were concentrated in vacuo. The residue was added to ice water followed by 1N NaOH until basic (pH>10). After stirring for 15 minutes, the mixture was adjusted to pH 3-4 by addition of 1N HCl. The contents were extracted with EtOAc, then washed with water, brine and concentrated in vacuo...